From a dataset of the Open Reaction Database (ORD), a public repository of structured organic reaction records. describe an organic reaction: reactants, conditions, products, and yield Starting materials: ClC1=CC=C(CCNC(=O)C2=CC=C(OC3=CC=C(C=C3)CC(=O)OC(C)(C)C)C=C2)C=C1 (Tert-butyl 2-(4-(4-((4-chlorophenethyl)carbamoyl)phenoxy)phenyl)acetate), C(=O)(C(F)(F)F)O (TFA). Run in C(Cl)Cl (DCM). Conditions: time 2 hour. Product: ClC1=CC=C(CCNC(=O)C2=CC=C(OC3=CC=C(C=C3)CC(=O)O)C=C2)C=C1 (2-(4-(4-((4-chlorophenethyl)carbamoyl)phenoxy)phenyl)acetic acid). Yield: 96.5%. As a reaction SMILES: [Cl:1][C:2]1[CH:33]=[CH:32][C:5]([CH2:6][CH2:7][NH:8][C:9]([C:11]2[CH:31]=[CH:30][C:14]([O:15][C:16]3[CH:21]=[CH:20][C:19]([CH2:22][C:23]([O:25]C(C)(C)C)=[O:24])=[CH:18][CH:17]=3)=[CH:13][CH:12]=2)=[O:10])=[CH:4][CH:3]=1.C(O)(C(F)(F)F)=O>C(Cl)Cl>[Cl:1][C:2]1[CH:3]=[CH:4][C:5]([CH2:6][CH2:7][NH:8][C:9]([C:11]2[CH:12]=[CH:13][C:14]([O:15][C:16]3[CH:21]=[CH:20][C:19]([CH2:22][C:23]([OH:25])=[O:24])=[CH:18][CH:17]=3)=[CH:30][CH:31]=2)=[O:10])=[CH:32][CH:33]=1. Reported procedure: Tert-butyl 2-(4-(4-((4-chlorophenethyl)carbamoyl)phenoxy)phenyl)acetate (20 mg, 0.043 mmol) was diluted with DCM (1 mL) followed by the addition of TFA (1 mL). After stirring for 2 hours, the reaction was concentrated, diluted with ether and concentrated to yield 2-(4-(4-((4-chlorophenethyl)carbamoyl)phenoxy)phenyl)acetic acid (17 mg, 97% yield) as a white solid. 1H NMR (400 MHz, CD3Cl3, CD3OD) 7.70 (d, 2H), 7.30 (m, 4H), 7.19 (m, 2H), 7.00 (m, 4H), 3.62 (m, 4H), 2.90 (t, 2H). The reactants are S(O)(O)(=O)=O (sulfuric acid), aqueous solution, ClCC=O (chloroacetaldehyde), SE30, C1(CC(CCC1)=O)=O (1,3-cyclohexanedione), COC1=CC=C(C=C1)OC (p-dimethoxybenzene). Run in C(C)(=O)OCC (ethyl acetate), C(C)(=O)OCC (ethyl acetate), O (water). Conditions: time 2 hour. Product: O=C1CCCC2=C1C=CO2 (4-oxo-4,5,6,7-tetrahydrobenzofuran). Reaction SMILES: [C:1]1(=[O:8])[CH2:6][CH2:5][CH2:4][C:3](=[O:7])[CH2:2]1.Cl[CH2:10][CH:11]=O.S(=O)(=O)(O)O.COC1C=CC(OC)=CC=1>C(OCC)(=O)C.O>[O:7]=[C:3]1[C:2]2[CH:10]=[CH:11][O:8][C:1]=2[CH2:6][CH2:5][CH2:4]1. Procedure details: To 5 ml of water were added 1.12 g (10 mmoles) of 1,3-cyclohexanedione and the each base shown in Table 1, and then 2 ml of 40% aqueous solution of chloroacetaldehyde was added thereto. The resulting mixture was stirred at a room temperature for 2 hours. To the reaction mixture was added about 10 ml of ethyl acetate, and then the reaction mixture was acidified with 0.5 to 1 ml of sulfuric acid and stirred for 30 minutes. The resulting ethyl acetate layer was analyzed by gas-liquid chromatography... The reactants are COc1cccc(-c2oc(C)nc2C(=O)O)c1, CC(F)(F)CCCCn1cc(N)cn1. Product: COc1cccc(-c2oc(C)nc2C(=O)Nc2cnn(CCCCC(C)(F)F)c2)c1. RXN SMILES: [CH3:15][O:16][c:17]1[cH:18][c:19](-[c:23]2[c:24]([C:29](=[O:30])[OH:31])[n:25][c:26]([CH3:28])[o:27]2)[cH:20][cH:21][cH:22]1.[F:1][C:2]([CH2:3][CH2:4][CH2:5][CH2:6][n:7]1[n:8][cH:9][c:10]([NH2:12])[cH:11]1)([CH3:13])[F:14]>>[F:1][C:2]([CH2:3][CH2:4][CH2:5][CH2:6][n:7]1[n:8][cH:9][c:10]([NH:12][C:29]([c:24]2[c:23](-[c:19]3[cH:18][c:17]([O:16][CH3:15])[cH:22][cH:21][cH:20]3)[o:27][c:26]([CH3:28])[n:25]2)=[O:30])[cH:11]1)([CH3:13])[F:14]. The reactants are ClC=CSC(C(=O)OC)C(=O)O (methyl 2-(2-chlorovinyl)thio-2-carboxyacetate), C(C(=O)Cl)(=O)Cl (oxalyl chloride), CN(C=O)C (dimethylformamide), [N-]=[N+]=[N-].[Na+] (sodium azide), CC(=O)C (acetone). Solvent: ClCCl (dichloromethane), O (water), ClCCl (dichloromethane). Reaction conditions: time 30 minute. Yields the product C(N)(=O)C(C(=S)O)C=CCl (carbamoylchlorovinylthioacetic acid). Reaction SMILES: ClC=C[S:4]C(C(O)=O)C(OC)=O.[C:13]([Cl:18])(=O)[C:14](Cl)=O.C[N:20](C)[CH:21]=[O:22].[N-]=[N+]=[N-].[Na+].[CH3:28][C:29](C)=[O:30]>ClCCl.O>[C:21]([CH:28]([CH:14]=[CH:13][Cl:18])[C:29]([OH:30])=[S:4])(=[O:22])[NH2:20] |f:3.4|. Procedure: A mixture of methyl 2-(2-chlorovinyl)thio-2-carboxyacetate (1) (450 mg), oxalyl chloride (325 mg) and dimethylformamide (50 mg) is stirred in dichloromethane (2 ml) at room temperature for 30 minutes. To the mixture is added a solution of sodium azide (550 mg) dissolved in acetone (2 ml) and water (2 ml). The mixture is stirred for 30 minutes, diluted with dichloromethane, washed with water, and cencentrated in vacuo to give azide (2). Yield: 430 mg. Starting materials: OCCCC1C(CCCCCCCCCC1)=O (2-(3-hydroxypropyl)-1-cyclododecanone), OO (hydrogen peroxide), S(O)(O)(=O)=O (sulphuric acid), OCCCC1C(CCCCCCCCCC1)=O (2-(3-hydroxypropyl)-1-cyclododecanone). Run in C(C)(=O)O (acetic acid). The product is [O-]O (hydroperoxide), OCCCC1C(CCCCCCCCCC1)=O (2-(3-hydroxypropyl)-1-cyclododecanone). As a reaction SMILES: S(=O)(=O)(O)O.[OH:6][CH2:7][CH2:8][CH2:9][CH:10]1[CH2:21][CH2:20][CH2:19][CH2:18][CH2:17][CH2:16][CH2:15][CH2:14][CH2:13][CH2:12][C:11]1=[O:22].[OH:23][OH:24]>C(O)(=O)C>[O-:23][OH:24].[OH:6][CH2:7][CH2:8][CH2:9][CH:10]1[CH2:21][CH2:20][CH2:19][CH2:18][CH2:17][CH2:16][CH2:15][CH2:14][CH2:13][CH2:12][C:11]1=[O:22]. Procedure: These processes are known from EP 0 424 787. EP 0 424 787 describes that an aqueous solution of sulphuric acid is added to a mixture of 2-(3-hydroxypropyl)-1-cyclododecanone and glacial acetic acid. To this mixture hydrogen peroxide (70%) is added, which reacts with 2-(3-hydroxypropyl)-1-cyclododecanone to form a precipitate of a hydroperoxide of 2-(3-hydroxypropyl)-1-cyclododecanone (referred to as DDP-OOH). The precipitate is subsequently filtered, washed with water and then with diluted NaHCO...